Dataset: the Open Reaction Database (ORD), a public repository of structured organic reaction records. Task: describe an organic reaction: reactants, conditions, products, and yield Starting materials: C(=O)(N1C=NC=C1)N1C=NC=C1 (Carbonyldiimidazole), NC1=NC=C(C=C1NC1CCN(CC1)C(=O)OC(C)(C)C)F (tert-butyl 4-[(2-amino-5-fluoropyridin-3-yl)amino]piperidine-1-carboxylate). The solvent is C(C)#N (acetonitrile). Yields the product FC=1C=C2C(=NC1)NC(N2C2CCN(CC2)C(=O)OC(C)(C)C)=O (tert-Butyl 4-(6-fluoro-2-oxo-2,3-dihydro-1H-imidazo[4,5-b]pyridin-1-yl)piperidine-1-carboxylate). Yield: 39.1%. As a reaction SMILES: [C:1](N1C=CN=C1)(N1C=CN=C1)=[O:2].[NH2:13][C:14]1[C:19]([NH:20][CH:21]2[CH2:26][CH2:25][N:24]([C:27]([O:29][C:30]([CH3:33])([CH3:32])[CH3:31])=[O:28])[CH2:23][CH2:22]2)=[CH:18][C:17]([F:34])=[CH:16][N:15]=1>C(#N)C>[F:34][C:17]1[CH:18]=[C:19]2[N:20]([CH:21]3[CH2:22][CH2:23][N:24]([C:27]([O:29][C:30]([CH3:31])([CH3:33])[CH3:32])=[O:28])[CH2:25][CH2:26]3)[C:1](=[O:2])[NH:13][C:14]2=[N:15][CH:16]=1. Procedure details: Carbonyldiimidazole (1.53 g, 9.41 mmol) was added to a solution of tert-butyl 4-[(2-amino-5-fluoropyridin-3-yl)amino]piperidine-1-carboxylate (0.73 g, 2.35 mmol) in acetonitrile (10 mL) at room temperature. The reaction was stirred until all the starting material was consumed (approximately 2 h) and then the solvent was evaporated in vacuo. The residue was diluted with water, extracted with dichloromethane (3×), dried over magnesium sulfate and then concentrated. The crude product was purified b... Starting materials: C1(C(CCCC1)=O)=O (1,2-cyclohexanedione), BrBr (bromine), CC1=NN2C(C=CC=C2)=C1C(N)=S (2-methylpyrazolo[1,5-a]pyridine-3-carbothioamide). Run in C(C)(=O)O (acetic acid), C(C)(=O)O (acetic acid). Run at time 30 minute. The product is CC1=NN2C(C=CC=C2)=C1C=1SC2=C(N1)C(CCC2)=O (2-(2-methylpyrazolo[1,5-a]pyridin-3-yl)-6,7-dihydro-1,3-benzothiazol-4(5H)-one). Isolated yield 35.3%. RXN SMILES: [C:1]1(=[O:8])[CH2:6][CH2:5][CH2:4][CH2:3][C:2]1=O.BrBr.[CH3:11][C:12]1[C:20]([C:21](=[S:23])[NH2:22])=[C:15]2[CH:16]=[CH:17][CH:18]=[CH:19][N:14]2[N:13]=1>C(O)(=O)C>[CH3:11][C:12]1[C:20]([C:21]2[S:23][C:3]3[CH2:4][CH2:5][CH2:6][C:1](=[O:8])[C:2]=3[N:22]=2)=[C:15]2[CH:16]=[CH:17][CH:18]=[CH:19][N:14]2[N:13]=1. Reported procedure: In a 250 mL round bottomed flask were placed 1,2-cyclohexanedione (1.32 g, 11.8 mmol) and acetic acid (30 mL). To the solution was added dropwise a solution of bromine (1.67 g, 10.4 mmol) in acetic acid (20 mL). The mixture was stirred for 30 min at rt. To the mixture was added 2-methylpyrazolo[1,5-a]pyridine-3-carbothioamide (1.92 g, 10.0 mmol) and the resulting suspension was stirred for 1 hr at 120° C. After 30 min the suspension turned into a clear brown solution. After 1 hour the mixture wa... Reactants: C(CCC)[Li] (n-butyllithium), C(C)(C)NC(C)C (diisopropylamine), C1(=CC=CC=C1)C(C(=O)OC)C1=NC(=CC(=N1)OC)OC (methyl 2-phenyl-2-(4,6-dimethoxypyrimidin-2-yl)acetate), C1(=CC=C(C=C1)S(=O)(=O)C#N)C (p-toluenesulfonyl cyanide), [Cl-].[NH4+] (ammonium chloride). Solvent: O1CCCC1 (tetrahydrofuran), O1CCCC1 (tetrahydrofuran). Conditions: temperature -65 celsius, time 20 minute. The product is C(C)(C)[N-]C(C)C.[Li+] (Lithium diisopropylamide), C(#N)C(C(=O)OC)(C1=NC(=CC(=N1)OC)OC)C1=CC=CC=C1 (Methyl 2-cyano-2-phenyl-2-(4,6-dimethoxypyrimidin-2-yl)acetate). As a reaction SMILES: C([Li:5])CCC.[CH:6]([NH:9][CH:10]([CH3:12])[CH3:11])([CH3:8])[CH3:7].[C:13]1([CH:19]([C:24]2[N:29]=[C:28]([O:30][CH3:31])[CH:27]=[C:26]([O:32][CH3:33])[N:25]=2)[C:20]([O:22][CH3:23])=[O:21])[CH:18]=[CH:17][CH:16]=[CH:15][CH:14]=1.C1(C)C=CC(S([C:43]#[N:44])(=O)=O)=CC=1.[Cl-].[NH4+]>O1CCCC1>[CH:6]([N-:9][CH:10]([CH3:12])[CH3:11])([CH3:8])[CH3:7].[Li+:5].[C:43]([C:19]([C:13]1[CH:18]=[CH:17][CH:16]=[CH:15][CH:14]=1)([C:24]1[N:29]=[C:28]([O:30][CH3:31])[CH:27]=[C:26]([O:32][CH3:33])[N:25]=1)[C:20]([O:22][CH3:23])=[O:21])#[N:44] |f:4.5,7.8|. Reported procedure: Lithium diisopropylamide was prepared by adding a solution of n-butyllithium (4 ml, 2.5M in hexane) slowly by syringe into a solution of diisopropylamine (1.01 g) in dry tetrahydrofuran (20 ml) at -65° C. under nitrogen. After stirring at -65° C. for 20 minutes, a solution of methyl 2-phenyl-2-(4,6-dimethoxypyrimidin-2-yl)acetate (2.88 g) in dry tetrahydrofuran (10 ml) was added by syringe. The solution was again stirred for 20 minutes, after which p-toluenesulfonyl cyanide (1.81 g) was added in... The reactants are C(C)[Si](CC)(CC)Cl (triethylsilyl chloride), CN(C)C=O (DMF), IC[C@H](O)C1=CC(=C(C=C1)OCC1=CC=CC=C1)NS(=O)(=O)C ((R)-2-iodo-1-[4-phenylmethoxy-3-[(methylsulfonyl)amino]phenyl]ethanol), N1C=NC=C1 (imidazole). The reagents and catalysts are CN(C1=CC=NC=C1)C (4-dimethylaminopyridine). Solvent: CCOC(=O)C (EtOAc), CCCCCCC (heptane). Yields the product IC[C@H](O[Si](CC)(CC)CC)C=1C=CC(=C(C1)NS(=O)(=O)C)OCC1=CC=CC=C1 ((R)-N-[5-[2-Iodo-1-[(triethylsilyl)oxy]ethyl]-2-(phenylmethoxy)phenyl]methanesulfonamide). The yield is 100.6%. Reaction SMILES: CN(C=O)C.[I:6][CH2:7][C@@H:8]([C:10]1[CH:15]=[CH:14][C:13]([O:16][CH2:17][C:18]2[CH:23]=[CH:22][CH:21]=[CH:20][CH:19]=2)=[C:12]([NH:24][S:25]([CH3:28])(=[O:27])=[O:26])[CH:11]=1)[OH:9].N1C=CN=C1.[CH2:34]([Si:36](Cl)([CH2:39][CH3:40])[CH2:37][CH3:38])[CH3:35]>CN(C)C1C=CN=CC=1.CCOC(C)=O.CCCCCCC>[I:6][CH2:7][C@@H:8]([C:10]1[CH:15]=[CH:14][C:13]([O:16][CH2:17][C:18]2[CH:23]=[CH:22][CH:21]=[CH:20][CH:19]=2)=[C:12]([NH:24][S:25]([CH3:28])(=[O:27])=[O:26])[CH:11]=1)[O:9][Si:36]([CH2:39][CH3:40])([CH2:37][CH3:38])[CH2:34][CH3:35]. Procedure: To a stirred DMF (65 mL) solution containing (R)-2-iodo-1-[4-phenylmethoxy-3-[(methylsulfonyl)amino]phenyl]ethanol (12.7 g, 28 mmol), imidazole (5.25 g, 77 mmol), and 4-dimethylaminopyridine (0.30 g, 2.46 mmol) was added triethylsilyl chloride (5.0 mL, 29.8 mmol). After 15 minutes the completed reaction was diluted with EtOAc (200 mL) and heptane (70 mL). The organic phase was washed 1×100 mL H2O, 2×100 mL aq. sat. CuSO4, 1×100 mL H2O, 1×100 mL sat. brine, and dried over Na2SO4. The filtrate was... Reactants: BrCCCBr (1,3-dibromopropane), OC1=CC=CC=2N(C(=NC21)COC2=CC=C(C=C2)Cl)CCCC2CCN(CC2)C(=O)OC(C)(C)C (4-hydroxy-2-[(4-chlorophenoxy)methyl]-1-[3-[1-(t-butoxycarbonyl)piperidin-4-yl]propyl]benzimidazole). The solvent is CN(C=O)C (N,N-dimethylformamide), CN(C=O)C (N,N-dimethylformamide). The product is BrCCCOC1=CC=CC=2N(C(=NC21)COC2=CC=C(C=C2)Cl)CCCC2CCN(CC2)C(=O)OC(C)(C)C (4-(3-bromopropoxy)-2-[(4-chlorophenoxy)methyl]-1-[3-[1-(t-butoxycarbonyl)piperidin-4-yl]propyl]benzimidazole). The yield is 80.0%. RXN SMILES: [Br:1][CH2:2][CH2:3][CH2:4]Br.[OH:6][C:7]1[C:15]2[N:14]=[C:13]([CH2:16][O:17][C:18]3[CH:23]=[CH:22][C:21]([Cl:24])=[CH:20][CH:19]=3)[N:12]([CH2:25][CH2:26][CH2:27][CH:28]3[CH2:33][CH2:32][N:31]([C:34]([O:36][C:37]([CH3:40])([CH3:39])[CH3:38])=[O:35])[CH2:30][CH2:29]3)[C:11]=2[CH:10]=[CH:9][CH:8]=1>CN(C)C=O>[Br:1][CH2:2][CH2:3][CH2:4][O:6][C:7]1[C:15]2[N:14]=[C:13]([CH2:16][O:17][C:18]3[CH:19]=[CH:20][C:21]([Cl:24])=[CH:22][CH:23]=3)[N:12]([CH2:25][CH2:26][CH2:27][CH:28]3[CH2:29][CH2:30][N:31]([C:34]([O:36][C:37]([CH3:40])([CH3:39])[CH3:38])=[O:35])[CH2:32][CH2:33]3)[C:11]=2[CH:10]=[CH:9][CH:8]=1. Reported procedure: A solution of 1,3-dibromopropane (41.3 mg, 0.3 mmol, 1.5 eq) in anhydrous N,N-dimethylformamide (2 ml) was treated with a solution of 4-hydroxy-2-[(4-chlorophenoxy)methyl]-1-[3-[1-(t-butoxycarbonyl)piperidin-4-yl]propyl]benzimidazole (100 mg, 0.2 mmol, 1 eq) in anhydrous N,N-dimethylformamide (1 ml). The resulting mixture was stirred for twelve hours. The reaction was quenched by the addition of water (10 ml). The aqueous fraction was extracted with diethyl ether (3×10 ml). The organic fractions... Reactants: CS(=O)(=O)OC1CN(C1)C=1SC=C(N1)C(=O)N1CCCCC1 (3-methanesulfonyloxy-1-(4-piperidinocarbonyl-1,3-thiazol-2-yl)azetidine), C(C)(=S)[O-].[K+] (potassium thioacetate). Run in CN(C=O)C (dimethylformamide). Run at temperature 90 celsius, time 4 hour. Yields the product C(C)(=O)SC1CN(C1)C=1SC=C(N1)C(=O)N1CCCCC1 (3-acetylthio-1-(4-piperidinocarbonyl-1,3-thiazol-2-yl)azetidine). Yield: 84.8%. Reaction SMILES: CS(O[CH:6]1[CH2:9][N:8]([C:10]2[S:11][CH:12]=[C:13]([C:15]([N:17]3[CH2:22][CH2:21][CH2:20][CH2:19][CH2:18]3)=[O:16])[N:14]=2)[CH2:7]1)(=O)=O.[C:23]([O-:26])(=[S:25])[CH3:24].[K+]>CN(C)C=O>[C:23]([S:25][CH:6]1[CH2:7][N:8]([C:10]2[S:11][CH:12]=[C:13]([C:15]([N:17]3[CH2:18][CH2:19][CH2:20][CH2:21][CH2:22]3)=[O:16])[N:14]=2)[CH2:9]1)(=[O:26])[CH3:24] |f:1.2|. Reported procedure: To a solution of 3-methanesulfonyloxy-1-(4-piperidinocarbonyl-1,3-thiazol-2-yl)azetidine (346 mg, 1.00 mmol) (obtained as described in Reference Example 27(3)) in dimethylformamide (15 ml) was added potassium thioacetate (687 g, 6.01 mmol) at room temperature. The reaction mixture was stirred in an oil bath (90° C.) for 4 hours. After checking the completion of the reaction, the reaction mixture was partitioned between ethyl acetate and 10% aqueous sodium chloride solution. The obtained organic ... Starting materials: C1CCOC1, C1CNC1, O=S(=O)(Cl)c1ccc(F)cc1. Yields the product O=S(=O)(c1ccc(F)cc1)N1CCC1. RXN SMILES: [CH2:16]1[O:17][CH2:18][CH2:19][CH2:20]1.[CH2:1]1[CH2:2][NH:3][CH2:4]1.[F:5][c:6]1[cH:7][cH:8][c:9]([S:12](=[O:13])(=[O:14])[Cl:15])[cH:10][cH:11]1>>[CH2:1]1[CH2:2][N:3]([S:12]([c:9]2[cH:8][cH:7][c:6]([F:5])[cH:11][cH:10]2)(=[O:13])=[O:14])[CH2:4]1.